Dataset: the Open Reaction Database (ORD), a public repository of structured organic reaction records. Task: describe an organic reaction: reactants, conditions, products, and yield The reactants are COC(C(CC=1C(=NC(=NC1)NC1=CC=CC=C1)NCC1CC1)C1=CC=C(C=C1)OC)=O (3-(2-phenylamino-4-cyclopropylmethylamino-pyrimidin-5-yl)-2-(4-methoxy-phenyl)-propionic acid methyl ester), S(O)(O)(=O)=O (sulfuric acid). Run in C(C)(=O)OCC (ethyl acetate), C(C)(=O)O (acetic acid). Conditions: temperature 85 celsius. Yields the product C1(CC1)CN1C(C(CC2=C1N=C(N=C2)NC2=CC=CC=C2)C2=CC=C(C=C2)OC)=O (8-cyclopropylmethyl-6-(4-methoxy-phenyl)-2-phenylamino-5,8-dihydro-6H-pyrido[2,3-d]pyrimidine-7-one). As a reaction SMILES: C[O:2][C:3](=O)[CH:4]([C:24]1[CH:29]=[CH:28][C:27]([O:30][CH3:31])=[CH:26][CH:25]=1)[CH2:5][C:6]1[C:7]([NH:19][CH2:20][CH:21]2[CH2:23][CH2:22]2)=[N:8][C:9]([NH:12][C:13]2[CH:18]=[CH:17][CH:16]=[CH:15][CH:14]=2)=[N:10][CH:11]=1.S(=O)(=O)(O)O>C(O)(=O)C.C(OCC)(=O)C>[CH:21]1([CH2:20][N:19]2[C:7]3[N:8]=[C:9]([NH:12][C:13]4[CH:14]=[CH:15][CH:16]=[CH:17][CH:18]=4)[N:10]=[CH:11][C:6]=3[CH2:5][CH:4]([C:24]3[CH:25]=[CH:26][C:27]([O:30][CH3:31])=[CH:28][CH:29]=3)[C:3]2=[O:2])[CH2:23][CH2:22]1. Reported procedure: To a solution of crude 3-(2-phenylamino-4-cyclopropylmethylamino-pyrimidin-5-yl)-2-(4-methoxy-phenyl)-propionic acid methyl ester (51.3 mg) (from Example 14a supra) in glacial acetic acid (1 mL) was added concentrated sulfuric acid (0.1 mL) in one portion. The reaction mixture was heated at 85° C. for 3 hours. The reaction mixture was cooled, diluted with ethyl acetate (50 mL) and quenched with 2 N aqueous sodium hydroxide solution. The organic layer was separated and successively washed with wa...